This data is from the Open Reaction Database (ORD), a public repository of structured organic reaction records. The task is: describe an organic reaction: reactants, conditions, products, and yield The reactants are C(C)(=O)OCCCN1CCC(CC1)C1=C(C(=NC(=C1C#N)SCC=1N=C(SC1)C1=CC=C(C=C1)Cl)N)C#N (3-{4-[2-Amino-6-({[2-(4-chlorophenyl)-1,3-thiazol-4-yl]methyl}thio)-3,5-dicyanopyridin-4-yl]-piperidine-1-yl}propyl acetate), [OH-].[Li+] (lithium hydroxide), [OH-].[Li+] (lithium hydroxide). Solvent: O1CCOCC1 (dioxane), O (water). Run at time 8 hour. Yields the product NC1=NC(=C(C(=C1C#N)C1CCN(CC1)CCCO)C#N)SCC=1N=C(SC1)C1=CC=C(C=C1)Cl (2-Amino-6-({[2-(4-chlorophenyl)-1,3-thiazol-4-yl]methyl}thio)-4-[1-(3-hydroxypropyl)piperidin-4-yl]pyridine-3,5-dicarbonitrile). RXN SMILES: C([O:4][CH2:5][CH2:6][CH2:7][N:8]1[CH2:13][CH2:12][CH:11]([C:14]2[C:19]([C:20]#[N:21])=[C:18]([S:22][CH2:23][C:24]3[N:25]=[C:26]([C:29]4[CH:34]=[CH:33][C:32]([Cl:35])=[CH:31][CH:30]=4)[S:27][CH:28]=3)[N:17]=[C:16]([NH2:36])[C:15]=2[C:37]#[N:38])[CH2:10][CH2:9]1)(=O)C.[OH-].[Li+]>O1CCOCC1.O>[NH2:36][C:16]1[C:15]([C:37]#[N:38])=[C:14]([CH:11]2[CH2:12][CH2:13][N:8]([CH2:7][CH2:6][CH2:5][OH:4])[CH2:9][CH2:10]2)[C:19]([C:20]#[N:21])=[C:18]([S:22][CH2:23][C:24]2[N:25]=[C:26]([C:29]3[CH:34]=[CH:33][C:32]([Cl:35])=[CH:31][CH:30]=3)[S:27][CH:28]=2)[N:17]=1 |f:1.2|. Procedure: 65 mg (0.12 mmol) of the compound from Example 10 are initially charged in a mixture of 3.5 ml of dioxane and 1.7 ml of water, and 11 mg of lithium hydroxide are added. The mixture is initially stirred at RT for 8 h. Another 22 mg of lithium hydroxide are then added, and the mixture is stirred at RT for a further 16 h. The solvent is then removed on a rotary evaporator. The residue is taken up in 10 ml ethyl acetate and washed once with 3 ml of saturated aqueous sodium bicarbonate solution. The ...